Dataset: the Open Reaction Database (ORD), a public repository of structured organic reaction records. Task: describe an organic reaction: reactants, conditions, products, and yield Starting materials: N#Cc1ccc2[nH]ccc2c1, C1CCNC1, CN1CCC(=O)CC1, CCO, ClCCl, N. Yields the product CN1CC=C(c2c[nH]c3ccc(C#N)cc23)CC1. Reaction SMILES: [C:1](#[N:2])[c:3]1[cH:4][c:5]2[cH:6][cH:7][nH:8][c:9]2[cH:10][cH:11]1.[CH2:20]1[CH2:21][NH:22][CH2:23][CH2:24]1.[CH3:12][N:13]1[CH2:14][CH2:15][C:16](=[O:19])[CH2:17][CH2:18]1.[CH3:26][CH2:27][OH:28].[Cl:29][CH2:30][Cl:31].[NH3:25]>>[C:1](#[N:2])[c:3]1[cH:4][c:5]2[c:6]([C:16]3=[CH:15][CH2:14][N:13]([CH3:12])[CH2:18][CH2:17]3)[cH:7][nH:8][c:9]2[cH:10][cH:11]1. Starting materials: ClC=1C=CC(=C(C1)O)C1=NC2=C(N1CC1=CC(=CC=C1)Cl)C=C(C(=C2)F)F (5-chloro-2-[1-(3-chloro-benzyl)-5,6-difluoro-1H-benzoimidazol-2-yl]-phenol), COC(C1=CC=C(C=C1)CBr)=O (4-bromomethyl-benzoic acid methyl ester), solid. Yields the product COC(C1=CC=C(C=C1)COC1=C(C=CC(=C1)Cl)C1=NC2=C(N1CC1=CC(=CC=C1)Cl)C=C(C(=C2)F)F)=O (4-{5-Chloro-2-[1-(3-chloro-benzyl)-5,6-difluoro-1H-benzoimidazol-2-yl]-phenoxymethyl}-benzoic acid methyl ester). As a reaction SMILES: [Cl:1][C:2]1[CH:3]=[CH:4][C:5]([C:9]2[N:13]([CH2:14][C:15]3[CH:20]=[CH:19][CH:18]=[C:17]([Cl:21])[CH:16]=3)[C:12]3[CH:22]=[C:23]([F:27])[C:24]([F:26])=[CH:25][C:11]=3[N:10]=2)=[C:6]([OH:8])[CH:7]=1.[CH3:28][O:29][C:30](=[O:39])[C:31]1[CH:36]=[CH:35][C:34]([CH2:37]Br)=[CH:33][CH:32]=1>>[CH3:28][O:29][C:30](=[O:39])[C:31]1[CH:36]=[CH:35][C:34]([CH2:37][O:8][C:6]2[CH:7]=[C:2]([Cl:1])[CH:3]=[CH:4][C:5]=2[C:9]2[N:13]([CH2:14][C:15]3[CH:20]=[CH:19][CH:18]=[C:17]([Cl:21])[CH:16]=3)[C:12]3[CH:22]=[C:23]([F:27])[C:24]([F:26])=[CH:25][C:11]=3[N:10]=2)=[CH:33][CH:32]=1. Reported procedure: The title compound was prepared in analogy to Example 5, intermediate a, from 5-chloro-2-[1-(3-chloro-benzyl)-5,6-difluoro-1H-benzoimidazol-2-yl]-phenol (Example 53, intermediate a) and 4-bromomethyl-benzoic acid methyl ester (CAS Reg. No. 2417-72-3). Colorless sticky solid (56%). MS (Turbo Spray): m/z=553.1 (M+H). Reactants: [Br-], CCOC(=O)c1ccc([Zn+])s1, C1CCOC1, CCOCC, CC1CCc2ncnc(Cl)c21, O, c1ccc(P(c2ccccc2)(c2ccccc2)[Pd](P(c2ccccc2)(c2ccccc2)c2ccccc2)(P(c2ccccc2)(c2ccccc2)c2ccccc2)P(c2ccccc2)(c2ccccc2)c2ccccc2)cc1. Product: CCOC(=O)c1ccc(-c2ncnc3c2C(C)CC3)s1. Reaction SMILES: [Br-:12].[CH2:13]([CH3:14])[O:15][C:16](=[O:17])[c:18]1[cH:19][cH:20][c:21]([Zn+:23])[s:22]1.[CH2:24]1[O:25][CH2:26][CH2:27][CH2:28]1.[CH3:30][CH2:31][O:32][CH2:33][CH3:34].[Cl:1][c:2]1[c:3]2[c:4]([n:5][cH:6][n:7]1)[CH2:8][CH2:9][CH:10]2[CH3:11].[OH2:29].[cH:35]1[cH:36][cH:37][c:38]([P:39]([Pd:40]([P:41]([c:42]2[cH:43][cH:44][cH:45][cH:46][cH:47]2)([c:48]2[cH:49][cH:50][cH:51][cH:52][cH:53]2)[c:54]2[cH:55][cH:56][cH:57][cH:58][cH:59]2)([P:60]([c:61]2[cH:62][cH:63][cH:64][cH:65][cH:66]2)([c:67]2[cH:68][cH:69][cH:70][cH:71][cH:72]2)[c:73]2[cH:74][cH:75][cH:76][cH:77][cH:78]2)[P:79]([c:80]2[cH:81][cH:82][cH:83][cH:84][cH:85]2)([c:86]2[cH:87][cH:88][cH:89][cH:90][cH:91]2)[c:92]2[cH:93][cH:94][cH:95][cH:96][cH:97]2)([c:98]2[cH:99][cH:100][cH:101][cH:102][cH:103]2)[c:104]2[cH:105][cH:106][cH:107][cH:108][cH:109]2)[cH:110][cH:111]1>>[c:2]1(-[c:21]2[cH:20][cH:19][c:18]([C:16]([O:15][CH2:13][CH3:14])=[O:17])[s:22]2)[c:3]2[c:4]([n:5][cH:6][n:7]1)[CH2:8][CH2:9][CH:10]2[CH3:11].